This data is from the Open Reaction Database (ORD), a public repository of structured organic reaction records. The task is: describe an organic reaction: reactants, conditions, products, and yield Starting materials: CC(C)(C)[O-].[K+] (Potassium tert-butylate), S(=O)(=O)(C1=CC=C(C)C=C1)C[N+]#[C-] (tosylmethylisocyanide), OC1CCC2(CC1)CCC(CC2)=O (3-hydroxy-9-oxo-spiro[5.5]undecane). Solvent: O1CCCC1 (tetrahydrofuran), C(C)O (ethanol). Reaction conditions: time 0.5 hour. Yields the product OC1CCC2(CCC(CC2)C#N)CC1 (9-hydroxy-3-cyano-spiro[5.5]undecane). Yield: 49.0%. RXN SMILES: CC([O-])(C)C.[K+].S([CH2:17][N+:18]#[C-])(C1C=CC(C)=CC=1)(=O)=O.O[CH:21]1[CH2:26][CH2:25][C:24]2([CH2:31][CH2:30][C:29](=[O:32])[CH2:28][CH2:27]2)[CH2:23][CH2:22]1>O1CCCC1.C(O)C>[OH:32][CH:29]1[CH2:30][CH2:31][C:24]2([CH2:25][CH2:26][CH:21]([C:17]#[N:18])[CH2:22][CH2:23]2)[CH2:27][CH2:28]1 |f:0.1|. Reported procedure: Potassium tert-butylate (1.44 g) was added in small portions, at 0° C. under nitrogen atmosphere, to a solution of 1.40 g of tosylmethylisocyanide and 1.00 g of 3-hydroxy-9-oxo-spiro[5.5]undecane (II-a, Prep. 1) dissolved in 7 ml of anhydrous tetrahydrofuran and 0.53 ml of absolute ethanol. After 0.5 hrs at room temperature, the mixture was filtered on an alumina cake. The cake was washed with dichloromethane and the filtrates, dried over anhydrous sodium sulfate, were evaporated under reduced p... Reactants: B, CO, O=C(CCl)c1cccc(Cl)n1, C1CCOC1, B1OC(c2ccccc2)(c2ccccc2)C2CCCN12. Product: OC(CCl)c1cccc(Cl)n1. RXN SMILES: [BH3:12].[CH3:33][OH:34].[Cl:1][c:2]1[cH:3][cH:4][cH:5][c:6]([C:8](=[O:9])[CH2:10][Cl:11])[n:7]1.[O:35]1[CH2:36][CH2:37][CH2:38][CH2:39]1.[c:13]1([C:14]2([c:15]3[cH:16][cH:17][cH:18][cH:19][cH:20]3)[O:21][BH:22][N:23]3[CH2:24][CH2:25][CH2:26][CH:27]23)[cH:28][cH:29][cH:30][cH:31][cH:32]1>>[Cl:1][c:2]1[cH:3][cH:4][cH:5][c:6]([CH:8]([OH:9])[CH2:10][Cl:11])[n:7]1. Run at time 1 hour. Yields the product ClCCC(C#N)(CCC)CCC (2-(-chloro ethyl) 2-propyl pentane nitrile). Run in CCOCC (ether), O (water), CCOCC (ether), CCCCCC (hexane), CCOCC (ether). The reactants are C(CC)C(C#N)CCC (2-propyl pentane nitrile), BrCCCl (1-bromo 2-chloro ethane), solution, C(CCC)[Li] (butyllithium), C(C)NCC (diethylamine). Reported procedure: To the solution (245 ml) of 1,6M n butyllithium in hexane is added, drop by drop in an atmosphere of nitrogen and with stirring, the solution of 28.8 g of diethylamine in 100 ml of anhydrous ether. After 1 hour, the solution of 49.2 g of 2-propyl pentane nitrile in 100 ml of anhydrous ether is added at ambient temperature then, after return to ambient temperature, the solution of 49.1 g of 1-bromo 2-chloro ethane in 700 ml of anhydrous ether is added. The mixture is taken to reflux for 15 hours ... Reaction SMILES: C([Li])CCC.C(NCC)C.[CH2:11]([CH:14]([CH2:17][CH2:18][CH3:19])[C:15]#[N:16])[CH2:12][CH3:13].Br[CH2:21][CH2:22][Cl:23]>CCCCCC.CCOCC.O>[Cl:23][CH2:22][CH2:21][C:14]([CH2:17][CH2:18][CH3:19])([CH2:11][CH2:12][CH3:13])[C:15]#[N:16]. The reactants are C(C)O (ethanol), COC=1C=C2C(=NC=NC2=CC1OC)OC1=CC=C(N)C=C1 (4-[(6,7-Dimethoxy-4-quinazolinyl)oxy]aniline), CC1=CC=C(C=C1)C(=O)N=C=S (4-methyl-1-benzenecarbonyl isothiocyanate). Solvent: C1(=CC=CC=C1)C (toluene). Run at time 2 hour. Yields the product COC=1C=C2C(=NC=NC2=CC1OC)OC1=CC=C(C=C1)NC(=S)NC(C1=CC=C(C=C1)C)=O (N-{4-[(6,7-Dimethoxy-4-quinazolinyl)oxy]phenyl}-N′-(4-methylbenzoyl)thiourea). Yield: 92.0%. RXN SMILES: [CH3:1][O:2][C:3]1[CH:4]=[C:5]2[C:10](=[CH:11][C:12]=1[O:13][CH3:14])[N:9]=[CH:8][N:7]=[C:6]2[O:15][C:16]1[CH:22]=[CH:21][C:19]([NH2:20])=[CH:18][CH:17]=1.C(O)C.[CH3:26][C:27]1[CH:32]=[CH:31][C:30]([C:33]([N:35]=[C:36]=[S:37])=[O:34])=[CH:29][CH:28]=1>C1(C)C=CC=CC=1>[CH3:1][O:2][C:3]1[CH:4]=[C:5]2[C:10](=[CH:11][C:12]=1[O:13][CH3:14])[N:9]=[CH:8][N:7]=[C:6]2[O:15][C:16]1[CH:22]=[CH:21][C:19]([NH:20][C:36]([NH:35][C:33](=[O:34])[C:30]2[CH:31]=[CH:32][C:27]([CH3:26])=[CH:28][CH:29]=2)=[S:37])=[CH:18][CH:17]=1. Procedure: 4-[(6,7-Dimethoxy-4-quinazolinyl)oxy]aniline (50 mg) was dissolved in toluene (5 ml) and ethanol (1 ml) to prepare a solution. Commercially available 4-methyl-1-benzenecarbonyl isothiocyanate (50 μl) was then added to the solution, and the mixture was stirred at room temperature for 2 hr. The reaction solution was concentrated, and the residue was purified by chromatography on silica gel using chloroform/acetone for development to give the title compound (73 mg, yield 92%). The reactants are N1(CCCC1)C1C(CCCC1)O (2-(1-pyrrolidinyl)cyclohexanol), C(C(=O)Cl)(=O)Cl (oxalyl chloride), C(Cl)Cl (CH2Cl2), CS(=O)C (DMSO). Solvent: CCN(CC)CC (Et3N). Reaction conditions: time 15 minute. Yields the product N1(CCCC1)C1C(CCCC1)=O (2-(1-pyrrolidinyl)cyclohexanone). Isolated yield 71.5%. As a reaction SMILES: C(Cl)(=O)C(Cl)=O.C(Cl)Cl.CS(C)=O.[N:14]1([CH:19]2[CH2:24][CH2:23][CH2:22][CH2:21][CH:20]2[OH:25])[CH2:18][CH2:17][CH2:16][CH2:15]1>CCN(CC)CC>[N:14]1([CH:19]2[CH2:24][CH2:23][CH2:22][CH2:21][C:20]2=[O:25])[CH2:15][CH2:16][CH2:17][CH2:18]1. Procedure: A solution of oxalyl chloride (50 mL, 0.5732 mol) in 200 mL of freshly distilled CH2Cl2 was cooled down to -70° C. and DMSO (80 mL, 1.1274 mol) was carefully added dropwise. After 15 min., 2-(1-pyrrolidinyl)cyclohexanol (a) (70 g, 0.4142 mol) was added to the reaction mixture, followed by Et3N (350 mL). The cold bath was then removed, and the mixture was stirred at room temperature for two and a half hours. Progress of the reaction was followed by gas chromatography. The solvent was partially re...